From a dataset of the Open Reaction Database (ORD), a public repository of structured organic reaction records. describe an organic reaction: reactants, conditions, products, and yield The reactants are OC1=C(C=CC=C1)C(CC(=O)OC)=O (methyl 3-(2-hydroxyphenyl)-3-oxopropanoate), ClC=1C=C(C=O)C=CC1 (3-chlorobenzaldehyde), N1CCCCC1 (piperidine), C(C)(=O)O (acetic acid). Run in C(C)(C)O (isopropanol). Yields the product ClC=1C=C(C=CC1)C1OC2=CC=CC=C2C(C1C(=O)OC)=O (methyl 2-(3-chlorophenyl)-4-oxochroman-3-carboxylate). The yield is 42.3%. Reaction SMILES: [OH:1][C:2]1[CH:7]=[CH:6][CH:5]=[CH:4][C:3]=1[C:8](=[O:14])[CH2:9][C:10]([O:12][CH3:13])=[O:11].[Cl:15][C:16]1[CH:17]=[C:18]([CH:21]=[CH:22][CH:23]=1)[CH:19]=O.N1CCCCC1.C(O)(=O)C>C(O)(C)C>[Cl:15][C:16]1[CH:17]=[C:18]([CH:19]2[CH:9]([C:10]([O:12][CH3:13])=[O:11])[C:8](=[O:14])[C:3]3[C:2](=[CH:7][CH:6]=[CH:5][CH:4]=3)[O:1]2)[CH:21]=[CH:22][CH:23]=1. Reported procedure: A mixture of methyl 3-(2-hydroxyphenyl)-3-oxopropanoate (prepared according to Cushman, M. et al., J. Med. Chem. 1991, 34, 798; 250 mg, 1.29 mmol) and 3-chlorobenzaldehyde (146 μL, 1.29 mmol) in isopropanol (5.0 mL) was treated with piperidine (13 μL, 129 μmol) and acetic acid (7.4 μL, 129 μmol) and heated to reflux for 17 h. After this time, the mixture was cooled to rt. The cooled solution was concentrated under vacuum and the resulting residue was purified by rotary TLC, eluting with 9:1 hexa... Reactants: ClC1=NC=CC(=C1)OC1=C(C=C(N)C=C1)F (4-(2-chloropyridin-4-yloxy)-3-fluoroaniline), CC1(OB(OC1(C)C)C=1C=NNC1)C (4-(4,4,5,5-tetramethyl-[1,3,2]dioxaborolan-2-yl)-1H-pyrazole), C([O-])([O-])=O.[Na+].[Na+] (sodium carbonate). The reagents and catalysts are C=1C=CC(=CC1)[P](C=2C=CC=CC2)(C=3C=CC=CC3)[Pd]([P](C=4C=CC=CC4)(C=5C=CC=CC5)C=6C=CC=CC6)([P](C=7C=CC=CC7)(C=8C=CC=CC8)C=9C=CC=CC9)[P](C=1C=CC=CC1)(C=1C=CC=CC1)C=1C=CC=CC1 (tetrakis(triphenylphosphine)palladium). The solvent is C1(=CC=CC=C1)C.C(C)O.O (toluene ethanol water). Reaction conditions: temperature 100 celsius. Yields the product N1N=CC(=C1)C1=NC=CC(=C1)OC1=C(C=C(N)C=C1)F (4-(2-(1H-pyrazol-4-yl)pyridin-4-yloxy)-3-fluoroaniline). Isolated yield 78.1%. Reaction SMILES: Cl[C:2]1[CH:7]=[C:6]([O:8][C:9]2[CH:15]=[CH:14][C:12]([NH2:13])=[CH:11][C:10]=2[F:16])[CH:5]=[CH:4][N:3]=1.CC1(C)C(C)(C)OB([C:25]2[CH:26]=[N:27][NH:28][CH:29]=2)O1.C(=O)([O-])[O-].[Na+].[Na+]>C1C=CC([P]([Pd]([P](C2C=CC=CC=2)(C2C=CC=CC=2)C2C=CC=CC=2)([P](C2C=CC=CC=2)(C2C=CC=CC=2)C2C=CC=CC=2)[P](C2C=CC=CC=2)(C2C=CC=CC=2)C2C=CC=CC=2)(C2C=CC=CC=2)C2C=CC=CC=2)=CC=1.C1(C)C=CC=CC=1.C(O)C.O>[NH:27]1[CH:26]=[C:25]([C:2]2[CH:7]=[C:6]([O:8][C:9]3[CH:15]=[CH:14][C:12]([NH2:13])=[CH:11][C:10]=3[F:16])[CH:5]=[CH:4][N:3]=2)[CH:29]=[N:28]1 |f:2.3.4,6.7.8,^1:40,42,61,80|. Reported procedure: To a solution of 4-(2-chloropyridin-4-yloxy)-3-fluoroaniline (3.0 g, 12.6 mmol, from Example A2) in a solvent comprised of toluene/ethanol/water (4:4:1, 50 mL) was added 4-(4,4,5,5-tetramethyl-[1,3,2]dioxaborolan-2-yl)-1H-pyrazole (3.17 g, 16.4 mmol), sodium carbonate (4.01 g, 37.8 mmol) and tetrakis(triphenylphosphine)palladium (0.73 g, 0.63 mmol). The headspace was evacuated and back-filled with nitrogen (3×) and then the reaction mixture was heated to 100° C. overnight. The reaction was conce... The reactants are C1(CCCC1)N1N=C(C=2C(=NC=CC21)OC)C=2C=C(SC2)C(=O)NC2CC2 (4-(1-cyclopentyl-4-methoxy-1H-pyrazolo[4,3-c]pyridin-3-yl)-N-cyclopropylthiophene-2-carboxamide), [I-].[Na+] (sodium iodide), Cl[Si](C)(C)C (chloro(trimethyl)silane), O (water). The solvent is C(C)#N (acetonitrile). Run at temperature 60 celsius, time 30 minute. Product: C1(CCCC1)N1N=C(C=2C(NC=CC21)=O)C=2C=C(SC2)C(=O)NC2CC2 (4-(1-cyclopentyl-4-oxo-4,5-dihydro-1H-pyrazolo[4,3-c]pyridin-3-yl)-N-cyclopropylthiophene-2-carboxamide). The yield is 86.2%. RXN SMILES: [CH:1]1([N:6]2[C:14]3[CH:13]=[CH:12][N:11]=[C:10]([O:15]C)[C:9]=3[C:8]([C:17]3[CH:18]=[C:19]([C:22]([NH:24][CH:25]4[CH2:27][CH2:26]4)=[O:23])[S:20][CH:21]=3)=[N:7]2)[CH2:5][CH2:4][CH2:3][CH2:2]1.[I-].[Na+].Cl[Si](C)(C)C.O>C(#N)C>[CH:1]1([N:6]2[C:14]3[CH:13]=[CH:12][NH:11][C:10](=[O:15])[C:9]=3[C:8]([C:17]3[CH:18]=[C:19]([C:22]([NH:24][CH:25]4[CH2:27][CH2:26]4)=[O:23])[S:20][CH:21]=3)=[N:7]2)[CH2:5][CH2:4][CH2:3][CH2:2]1 |f:1.2|. Procedure: To a solution of 4-(1-cyclopentyl-4-methoxy-1H-pyrazolo[4,3-c]pyridin-3-yl)-N-cyclopropylthiophene-2-carboxamide (68.4 mg) in acetonitrile (10 mL) were added sodium iodide (53.6 mg) and chloro(trimethyl)silane (0.181 mL), and the mixture was stirred at 60° C. for 30 min. To the reaction mixture was added water, and the mixture was extracted with ethyl acetate. The organic layer was washed with saturated brine, dried over anhydrous sodium sulfate, and concentrated under reduced pressure. The resi...